From a dataset of the Open Reaction Database (ORD), a public repository of structured organic reaction records. describe an organic reaction: reactants, conditions, products, and yield Reactants: B, C1CCOC1, O=C(CBr)c1ccc(OCc2ccccc2)c2[nH]c(=O)sc12, CSC, Cc1ccccc1. The product is O=c1[nH]c2c(OCc3ccccc3)ccc(C(O)CBr)c2s1. Reaction SMILES: [BH3:4].[CH2:34]1[O:35][CH2:36][CH2:37][CH2:38]1.[CH2:5]([c:6]1[cH:7][cH:8][cH:9][cH:10][cH:11]1)[O:12][c:13]1[cH:14][cH:15][c:16]([C:23]([CH2:24][Br:25])=[O:26])[c:17]2[c:18]1[nH:19][c:20](=[O:22])[s:21]2.[CH3:1][S:2][CH3:3].[CH3:27][c:28]1[cH:29][cH:30][cH:31][cH:32][cH:33]1>>[CH2:5]([c:6]1[cH:7][cH:8][cH:9][cH:10][cH:11]1)[O:12][c:13]1[cH:14][cH:15][c:16]([CH:23]([CH2:24][Br:25])[OH:26])[c:17]2[c:18]1[nH:19][c:20](=[O:22])[s:21]2. Starting materials: ice water, [H-].[Na+] (sodium hydride), FC1=CC=C(C=C1)C1(OC1)C[Si](C)(C)C (2-(4-fluorophenyl)-2-trimethylsilylmethyloxirane), N1N=CN=C1 (1,2,4-triazole). Run in CC(=O)N(C)C (dimethylacetamide). The product is FC1=CC=C(C=C1)C(CN1N=CN=C1)(C[Si](C)(C)C)O (2(4-Fluorophenyl)-1-(1H-1,2,4-triazol-1-yl)-3-trimethylsilyl-2-propanol). The yield is 55.2%. Reaction SMILES: [H-].[Na+].[NH:3]1[CH:7]=[N:6][CH:5]=[N:4]1.[F:8][C:9]1[CH:14]=[CH:13][C:12]([C:15]2([CH2:18][Si:19]([CH3:22])([CH3:21])[CH3:20])[CH2:17][O:16]2)=[CH:11][CH:10]=1>CC(N(C)C)=O>[F:8][C:9]1[CH:10]=[CH:11][C:12]([C:15]([OH:16])([CH2:18][Si:19]([CH3:22])([CH3:21])[CH3:20])[CH2:17][N:3]2[CH:7]=[N:6][CH:5]=[N:4]2)=[CH:13][CH:14]=1 |f:0.1|. Procedure: 0.237 g (6.18 mmole) of a 60% w/v dispersion of sodium hydride in mineral oil was added to 10 ml of dimethylacetamide. The mixture was then cooled in an ice-water bath, after which 0.854 g (12.37 mmole) of 1,2,4-triazole was added, whilst stirring. The reaction mixture was stirred for 30 minutes, and then 1.4 g (6.24 mmole) of 2-(4-fluorophenyl)-2-trimethylsilylmethyloxirane (prepared as described in Example 66) were added. The mixture was stirred for a further 2 hours at 80° C., after which it ... Starting materials: C1CCOC1, CI, Cc1ccc(C(=O)NC(CN2CCC(F)(F)C2)C(C)C)cc1C, [H-], [Na+]. Product: Cc1ccc(C(=O)N(C)C(CN2CCC(F)(F)C2)C(C)C)cc1C. Reaction SMILES: [CH2:28]1[O:29][CH2:30][CH2:31][CH2:32]1.[CH3:26][I:27].[F:1][C:2]1([F:23])[CH2:3][N:4]([CH2:7][CH:8]([CH:9]([CH3:10])[CH3:11])[NH:12][C:13]([c:14]2[cH:15][c:16]([CH3:21])[c:17]([CH3:20])[cH:18][cH:19]2)=[O:22])[CH2:5][CH2:6]1.[H-:24].[Na+:25]>>[F:1][C:2]1([F:23])[CH2:3][N:4]([CH2:7][CH:8]([CH:9]([CH3:10])[CH3:11])[N:12]([C:13]([c:14]2[cH:15][c:16]([CH3:21])[c:17]([CH3:20])[cH:18][cH:19]2)=[O:22])[CH3:26])[CH2:5][CH2:6]1.